This data is from the Open Reaction Database (ORD), a public repository of structured organic reaction records. The task is: describe an organic reaction: reactants, conditions, products, and yield The reactants are C1CCOC1, CI, CCOC(C)=O, COc1ccc(C(C#Cc2ccccc2)CC(=O)Nc2nccs2)cc1OC1CCCC1. Product: COc1ccc(C(C#Cc2ccccc2)CC(=O)N(C)c2nccs2)cc1OC1CCCC1. As a reaction SMILES: [CH2:35]1[O:36][CH2:37][CH2:38][CH2:39]1.[CH3:33][I:34].[CH3:40][CH2:41][O:42][C:43](=[O:44])[CH3:45].[s:1]1[c:2]([NH:6][C:7]([CH2:8][CH:9]([C:10]#[C:11][c:12]2[cH:13][cH:14][cH:15][cH:16][cH:17]2)[c:18]2[cH:19][c:20]([O:26][CH:27]3[CH2:28][CH2:29][CH2:30][CH2:31]3)[c:21]([O:24][CH3:25])[cH:22][cH:23]2)=[O:32])[n:3][cH:4][cH:5]1>>[s:1]1[c:2]([N:6]([C:7]([CH2:8][CH:9]([C:10]#[C:11][c:12]2[cH:13][cH:14][cH:15][cH:16][cH:17]2)[c:18]2[cH:19][c:20]([O:26][CH:27]3[CH2:28][CH2:29][CH2:30][CH2:31]3)[c:21]([O:24][CH3:25])[cH:22][cH:23]2)=[O:32])[CH3:33])[n:3][cH:4][cH:5]1. Reactants: CO, CCOC(=O)C1CN(c2ccc(N3CCOCC3)c(F)c2)C(=O)O1, N. Yields the product NC(=O)C1CN(c2ccc(N3CCOCC3)c(F)c2)C(=O)O1. Reaction SMILES: [CH3:26][OH:27].[F:1][c:2]1[cH:3][c:4]([N:14]2[C:15](=[O:24])[O:16][CH:17]([C:19](=[O:20])[O:21][CH2:22][CH3:23])[CH2:18]2)[cH:5][cH:6][c:7]1[N:8]1[CH2:9][CH2:10][O:11][CH2:12][CH2:13]1.[NH3:25]>>[F:1][c:2]1[cH:3][c:4]([N:14]2[C:15](=[O:24])[O:16][CH:17]([C:19](=[O:20])[NH2:25])[CH2:18]2)[cH:5][cH:6][c:7]1[N:8]1[CH2:9][CH2:10][O:11][CH2:12][CH2:13]1.